This data is from the Open Reaction Database (ORD), a public repository of structured organic reaction records. The task is: describe an organic reaction: reactants, conditions, products, and yield Reactants: C(C=C)C=1C(C2=C(NC(C1OC)=O)C=CC=C2)=O (4-allyl-3-methoxy-2,5-dioxo-2,5-dihydro-1H-benz[b]azepine), B(Br)(Br)Br (boron tribromide). Solvent: O (water), ClCCl (dichloromethane). The product is C(C=C)C=1C(C2=C(NC(C1O)=O)C=CC=C2)=O (4-Allyl-3-hydroxy-2,5-dioxo-2,5-dihydro-1H-benz[b]azepine). Yield: 74.3%. RXN SMILES: [CH2:1]([C:4]1[C:5](=[O:18])[C:6]2[CH:17]=[CH:16][CH:15]=[CH:14][C:7]=2[NH:8][C:9](=[O:13])[C:10]=1[O:11]C)[CH:2]=[CH2:3].B(Br)(Br)Br>ClCCl.O>[CH2:1]([C:4]1[C:5](=[O:18])[C:6]2[CH:17]=[CH:16][CH:15]=[CH:14][C:7]=2[NH:8][C:9](=[O:13])[C:10]=1[OH:11])[CH:2]=[CH2:3]. Procedure details: To a solution of 4-allyl-3-methoxy-2,5-dioxo-2,5-dihydro-1H-benz[b]azepine (0.2 g) in dichloromethane was added boron tribromide (1M in dichloromethane, 3 mL). The precipitate that formed was diluted with water and extracted with ethyl acetate. The combined organic extracts were washed with brine, dried and evaporated using toluene to azeotrope the water. The solid was recrystallized from hot toluene to give the title compound (0.14 g); mp 174°-175 ° C.; NMR: 5.80 (m,1); 5.03 (s,1); 4.98 (d,1); ... Starting materials: N1=CC=CC2=CC(=CC=C12)CN1N=NC=2C1=NC(=CN2)C(N)=NN (1-(quinolin-6-ylmethyl)-1H-[1,2,3]triazolo[4,5-b]pyrazine-6-carbohydrazonamide), N1=CC=CC=C1 (pyridine), C(C)(=O)OC(C)=O (acetic anhydride). Run in CS(=O)C (DMSO), C(Cl)Cl (DCM). Conditions: time 8 hour. Yields the product C(C)(=O)N\N=C(\N)/C1=CN=C2C(=N1)N(N=N2)CC=2C=C1C=CC=NC1=CC2 ((E)-N′-Acetyl-1-(quinolin-6-ylmethyl)-1H-[1,2,3]triazolo[4,5-b]pyrazine-6-carbohydrazonamide). The yield is 70.6%. Reaction SMILES: [N:1]1[C:10]2[C:5](=[CH:6][C:7]([CH2:11][N:12]3[C:16]4=[N:17][C:18]([C:21](=[N:23][NH2:24])[NH2:22])=[CH:19][N:20]=[C:15]4[N:14]=[N:13]3)=[CH:8][CH:9]=2)[CH:4]=[CH:3][CH:2]=1.N1C=CC=CC=1.[C:31](OC(=O)C)(=[O:33])[CH3:32]>CS(C)=O.C(Cl)Cl>[C:31]([NH:24]/[N:23]=[C:21](\[C:18]1[N:17]=[C:16]2[N:12]([CH2:11][C:7]3[CH:6]=[C:5]4[C:10](=[CH:9][CH:8]=3)[N:1]=[CH:2][CH:3]=[CH:4]4)[N:13]=[N:14][C:15]2=[N:20][CH:19]=1)/[NH2:22])(=[O:33])[CH3:32]. Procedure: To a solution of 1-(quinolin-6-ylmethyl)-1H-[1,2,3]triazolo[4,5-b]pyrazine-6-carbohydrazonamide (25 mg, 0.078 mmol) in DMSO (1 mL) and DCM (2.0 mL), was added pyridine (6.19 mg, 0.078 mmol) and acetic anhydride (10.39 mg, 0.102 mmol). After stirring overnight, the reaction mixture was filtered. The solid was washed with EtOH, H2O and EtOH to give 19.9 mg of title compound in 67% yield. 1H-NMR (400 MHz, DMSO-d6) δ ppm 9.48 (d, 1H), 8.88 (d, 1H), 8.34 (d, 1H), 8.05 (s, 1H), 8.01 (d, 1H), 7.86 (d, ... The reactants are COC(=O)c1cc(C)nc(CO)c1, Cl. The product is Cc1cc(C(=O)O)cc(CO)n1. RXN SMILES: [CH3:1][O:2][C:3]([c:4]1[cH:5][c:6]([CH2:11][OH:12])[n:7][c:8]([CH3:10])[cH:9]1)=[O:13].[ClH:14]>>[O:2]=[C:3]([c:4]1[cH:5][c:6]([CH2:11][OH:12])[n:7][c:8]([CH3:10])[cH:9]1)[OH:13]. Run at time 3 hour. Procedure details: o-Nitroaniline (300 g, 2.17 mols) was dissolved in acetic anhydride (620 ml) and stirred at 40°-50° C. for 3 hours. The reaction mixture was poured in ice water. Crystals which formed were collected by filtration and dried. o-Acetylaminonitrobenzene thus-obtained was suspended in methanol (2.4 l). After adding 20 g of 10% palladium-carbon, the suspension was subjected to catalytic reduction at room temperature and atmospheric pressure. After completion of reaction, the catalyst was removed by fi... Run in ice water. Yields the product C(C)(=O)NC1=C(C=CC=C1)[N+](=O)[O-] (o-Acetylaminonitrobenzene). As a reaction SMILES: [N+:1]([C:4]1[CH:10]=[CH:9][CH:8]=[CH:7][C:5]=1[NH2:6])([O-:3])=[O:2].[C:11](OC(=O)C)(=[O:13])[CH3:12]>>[C:11]([NH:6][C:5]1[CH:7]=[CH:8][CH:9]=[CH:10][C:4]=1[N+:1]([O-:3])=[O:2])(=[O:13])[CH3:12]. The reactants are [N+](=O)([O-])C1=C(N)C=CC=C1 (o-Nitroaniline), C(C)(=O)OC(C)=O (acetic anhydride). Starting materials: O=C([O-])[O-], CI, CCOC(C)=O, [K+], [K+], CN(C)C=O, COC(=O)c1cc(O)c2oc(C)nc2c1. Yields the product COC(=O)c1cc(OC)c2oc(C)nc2c1. As a reaction SMILES: [C:16](=[O:17])([O-:18])[O-:19].[CH3:22][I:23].[CH3:29][CH2:30][O:31][C:32](=[O:33])[CH3:34].[K+:20].[K+:21].[O:24]=[CH:25][N:26]([CH3:27])[CH3:28].[OH:1][c:2]1[cH:3][c:4]([C:12](=[O:13])[O:14][CH3:15])[cH:5][c:6]2[n:7][c:8]([CH3:11])[o:9][c:10]12>>[O:1]([c:2]1[cH:3][c:4]([C:12](=[O:13])[O:14][CH3:15])[cH:5][c:6]2[n:7][c:8]([CH3:11])[o:9][c:10]12)[CH3:16].